Task: describe an organic reaction: reactants, conditions, products, and yield. Dataset: the Open Reaction Database (ORD), a public repository of structured organic reaction records Starting materials: [BH4-].[Na+] (Sodium borohydride), O1COC2=C1C=CC(=C2)CN(CC=2N(C(=NC2Br)C2=CC=CC=C2)CCCC)CC2=CC1=C(OCO1)C=C2 (Bis-benzo[1,3]dioxol-5-ylmethyl-(3-butyl-2-phenyl-5-bromo-3H-imidazol-4-ylmethyl)-amine), CO (methanol). Conditions: temperature 0 celsius, time 30 minute. The product is C(CCC)N1C(=NC=C1CO)C1=CC=CC=C1 (1-Butyl-2-phenyl-5-hydroxymethylimidazole). RXN SMILES: [BH4-].[Na+].O1C2C=CC(CN(CC3C=CC4OCOC=4C=3)[CH2:14][C:15]3[N:16]([CH2:27][CH2:28][CH2:29][CH3:30])[C:17]([C:21]4[CH:26]=[CH:25][CH:24]=[CH:23][CH:22]=4)=[N:18][C:19]=3Br)=CC=2OC1.C[OH:42]>>[CH2:27]([N:16]1[C:15]([CH2:14][OH:42])=[CH:19][N:18]=[C:17]1[C:21]1[CH:26]=[CH:25][CH:24]=[CH:23][CH:22]=1)[CH2:28][CH2:29][CH3:30] |f:0.1|. Procedure details: Sodium borohydride (1.135 g, 30 mmol) is added to a solution of aldehyde 138 (6.849 g, 30 mmol) in 100 ml of methanol cooled to 0° C. The resulting solution is stirred at 0° C. for 30 min, evaporated and the residue dissolved in 150 ml of ethyl acetate, washed with water and brine, dried over Na2SO4, concentrated and taken to dryness under high vacuum to give the product 139 as an oil. MS (+VE) m/z 231 (M+1). Starting materials: CC(N)C(=O)O, COC(=O)Cl, [Na+], [OH-], O=P(O)(O)O. Yields the product COC(=O)NC(C)C(=O)O. RXN SMILES: [CH3:1][CH:2]([NH2:3])[C:4]([OH:5])=[O:6].[Cl:9][C:10](=[O:11])[O:12][CH3:13].[Na+:8].[OH-:7].[P:14](=[O:15])([OH:16])([OH:17])[OH:18]>>[CH3:1][CH:2]([NH:3][C:10](=[O:11])[O:12][CH3:13])[C:4]([OH:5])=[O:6]. Procedure: using 4-chloro-2-fluoro-5-isopropoxyphenyl isocyanate in dimethylformamide with ethyl 3-amino-2-ethylcrotonate there is obtained ethyl 2-ethyl-3-[3-(4-chloro-2-fluoro-5-isopropoxyphenyl)ureido]-crotonate, m.p. 112°-114° C. and from this intermediate with sodium hydride in dimethylformamide there is obtained 5-ethyl-3-(4-chloro-2-fluoro-5-isopropoxyphenyl)-6-methyl-2,4(1H,3H)-pyrimidinedione, m.p. 128°-130° C. The product is C(C)/C(/C(=O)OCC)=C(\C)/NC(=O)NC1=C(C=C(C(=C1)OC(C)C)Cl)F (ethyl 2-ethyl-3-[3-(4-chloro-2-fluoro-5-isopropoxyphenyl)ureido]-crotonate). Solvent: CN(C=O)C (dimethylformamide). As a reaction SMILES: [Cl:1][C:2]1[C:7]([O:8][CH:9]([CH3:11])[CH3:10])=[CH:6][C:5]([N:12]=[C:13]=[O:14])=[C:4]([F:15])[CH:3]=1.[NH2:16]/[C:17](/[CH3:26])=[C:18](/[CH2:24][CH3:25])\[C:19]([O:21][CH2:22][CH3:23])=[O:20]>CN(C)C=O>[CH2:24](/[C:18](=[C:17](/[NH:16][C:13]([NH:12][C:5]1[CH:6]=[C:7]([O:8][CH:9]([CH3:10])[CH3:11])[C:2]([Cl:1])=[CH:3][C:4]=1[F:15])=[O:14])\[CH3:26])/[C:19]([O:21][CH2:22][CH3:23])=[O:20])[CH3:25]. Starting materials: ClC1=CC(=C(C=C1OC(C)C)N=C=O)F (4-chloro-2-fluoro-5-isopropoxyphenyl isocyanate), N\C(=C(/C(=O)OCC)\CC)\C (ethyl 3-amino-2-ethylcrotonate). Starting materials: COc1cc([N+](=O)[O-])c(Cl)cc1N, O=C(Cl)CCCl, O, c1ccccc1, c1ccncc1. Yields the product COc1cc([N+](=O)[O-])c(Cl)cc1NC(=O)CCCl. As a reaction SMILES: [CH3:1][O:2][c:3]1[c:4]([NH2:5])[cH:6][c:7]([Cl:13])[c:8]([N+:10](=[O:11])[O-:12])[cH:9]1.[Cl:14][CH2:15][CH2:16][C:17](=[O:18])[Cl:19].[OH2:32].[cH:20]1[cH:21][cH:22][cH:23][cH:24][cH:25]1.[cH:26]1[cH:27][cH:28][n:29][cH:30][cH:31]1>>[CH3:1][O:2][c:3]1[c:4]([NH:5][C:17]([CH2:16][CH2:15][Cl:14])=[O:18])[cH:6][c:7]([Cl:13])[c:8]([N+:10](=[O:11])[O-:12])[cH:9]1. Reactants: N1(CCCCC1)C=1C(=NC=CN1)C1CN(C1)C(=O)OC(C)(C)C (tert-butyl 3-(3-(piperidin-1-yl)pyrazin-2-yl)azetidine-1-carboxylate), Cl.CO (HCl MeOH). The product is Cl.N1CC(C1)C1=NC=CN=C1N1CCCCC1 (2-azetidin-3-yl-3-piperidin-1-yl-pyrazine hydrochloride). Isolated yield 99.0%. Reaction SMILES: [N:1]1([C:7]2[C:8]([CH:13]3[CH2:16][N:15](C(OC(C)(C)C)=O)[CH2:14]3)=[N:9][CH:10]=[CH:11][N:12]=2)[CH2:6][CH2:5][CH2:4][CH2:3][CH2:2]1.[ClH:24].CO>>[ClH:24].[NH:15]1[CH2:16][CH:13]([C:8]2[C:7]([N:1]3[CH2:2][CH2:3][CH2:4][CH2:5][CH2:6]3)=[N:12][CH:11]=[CH:10][N:9]=2)[CH2:14]1 |f:1.2,3.4|. Procedure: A solution of 3-(3-piperidin-1-yl-pyrazin-2-yl)-azetidine-1-carboxylic acid tert-butyl ester (74) (191 mg, 0.6 mmol) in 4N HCl/MeOH (13 mL) was stirred at RT for 30 min. The reaction mixture was concentrated to give (75) (150 mg, 0.59 mmol, yield 99%). ESI-MS (M+1): 219 calc. for C12H18N4 218 Starting materials: O1CCN(CC1)CCOC1CCCC2C1OC1=C(O2)C=CC=C1 (4-(2-morpholinoethoxy)-1,2,3,4,4a,10a-hexahydrodibenzo[b,e][1,4]dioxin), CI (methyliodide). Yields the product [I-].C1CCC(C2OC3=C(OC21)C=CC=C3)OCC[N+]3(CCOCC3)C (N-{2-(1,2,3,4,4a,10a-hexahydrodibenzo[b,e][1,4]dioxin-4-yloxy)ethyl}-N-methylmorpholinium iodide). The yield is 64.7%. Reaction SMILES: [O:1]1[CH2:6][CH2:5][N:4]([CH2:7][CH2:8][O:9][CH:10]2[CH:15]3[O:16][C:17]4[CH:23]=[CH:22][CH:21]=[CH:20][C:18]=4[O:19][CH:14]3[CH2:13][CH2:12][CH2:11]2)[CH2:3][CH2:2]1.[CH3:24][I:25]>>[I-:25].[CH2:13]1[CH:14]2[CH:15]([O:16][C:17]3[CH:23]=[CH:22][CH:21]=[CH:20][C:18]=3[O:19]2)[CH:10]([O:9][CH2:8][CH2:7][N+:4]2([CH3:24])[CH2:3][CH2:2][O:1][CH2:6][CH2:5]2)[CH2:11][CH2:12]1 |f:2.3|. Reported procedure: In an analogous manner as described in Example 8 but starting with 600 g (1.88 moles) of the compound of Example 3 and 537.4 g (3.76 moles) of methyliodide, there were obtained 561 g of the title-compound with melting point 162° C. Starting materials: C1(\C=C/C(=O)O1)=O (maleic anhydride), NCCCCCCO (6-amino hexanol). Run in C(C)(=O)O (acetic acid). Yields the product OCCCCCCN1C(C=CC1=O)=O (N-(6-hydroxyhexyl) maleimide). Reaction SMILES: [C:1]1(=[O:7])[O:6][C:4](=O)[CH:3]=[CH:2]1.[NH2:8][CH2:9][CH2:10][CH2:11][CH2:12][CH2:13][CH2:14][OH:15]>C(O)(=O)C>[OH:15][CH2:14][CH2:13][CH2:12][CH2:11][CH2:10][CH2:9][N:8]1[C:1](=[O:7])[CH:2]=[CH:3][C:4]1=[O:6]. Procedure details: One mole equivalent of maleic anhydride and one mole equivalent of 6-amino hexanol are dissolved in anhydrous acetic acid and the solution is heated under reflux for eight hours. The acetic acid is distilled off in a rotary evaporator. The residue is dissolved in diethyl ether and washed once with 1 N NaOH, and twice with water. After drying over MgSO4 and evaporating the diethyl ether, the residue is crystallized from isopropyl ether to produce N-(6-hydroxyhexyl) maleimide.